This data is from the Open Reaction Database (ORD), a public repository of structured organic reaction records. The task is: describe an organic reaction: reactants, conditions, products, and yield The reactants are Cl.FC(CN1C(=CC2=CC(=CC=C12)OC1CCN(CC1)C(C)C)C(=O)N1CCNCC1)F ([1-(2,2-difluoro-ethyl)-5-(1-isopropyl-piperidin-4-yloxy)-1H-indol-2-yl]-piperazin-1-yl-methanone hydrochloride), CN(C(=O)Cl)C (N,N-dimethylcarbamoyl chloride). Product: CN(C(=O)N1CCN(CC1)C(=O)C=1N(C2=CC=C(C=C2C1)OC1CCN(CC1)C(C)C)CC(F)F)C (4-[1-(2,2-Difluoro-ethyl)-5-(1-isopropyl-piperidin-4-yloxy)-1H-indole-2-carbonyl]-piperazine-1-carboxylic acid dimethylamide). Reaction SMILES: Cl.[F:2][CH:3]([F:32])[CH2:4][N:5]1[C:13]2[C:8](=[CH:9][C:10]([O:14][CH:15]3[CH2:20][CH2:19][N:18]([CH:21]([CH3:23])[CH3:22])[CH2:17][CH2:16]3)=[CH:11][CH:12]=2)[CH:7]=[C:6]1[C:24]([N:26]1[CH2:31][CH2:30][NH:29][CH2:28][CH2:27]1)=[O:25].[CH3:33][N:34]([CH3:38])[C:35](Cl)=[O:36]>>[CH3:33][N:34]([CH3:38])[C:35]([N:29]1[CH2:28][CH2:27][N:26]([C:24]([C:6]2[N:5]([CH2:4][CH:3]([F:2])[F:32])[C:13]3[C:8]([CH:7]=2)=[CH:9][C:10]([O:14][CH:15]2[CH2:20][CH2:19][N:18]([CH:21]([CH3:23])[CH3:22])[CH2:17][CH2:16]2)=[CH:11][CH:12]=3)=[O:25])[CH2:31][CH2:30]1)=[O:36] |f:0.1|. Procedure details: The title compound was prepared in analogy to example 51, from [1-(2,2-difluoro-ethyl)-5-(1-isopropyl-piperidin-4-yloxy)-1H-indol-2-yl]-piperazin-1-yl-methanone hydrochloride and N,N-dimethylcarbamoyl chloride. Off-white solid. MS (m/z): 506.4 (M+H)+.